From a dataset of the Open Reaction Database (ORD), a public repository of structured organic reaction records. describe an organic reaction: reactants, conditions, products, and yield Reactants: C(#N)C1=C(C=CC=C1)SC1=C(C=CC=C1)NC(C1=CC=C(C=C1)O)=O (N-[2-(2-cyanophenylthio)phenyl]-4-hydroxybenzamide), BrCC(=O)OC (methyl bromoacetate), C([O-])([O-])=O.[K+].[K+] (potassium carbonate). Solvent: O (water), CN(C=O)C (N,N-dimethylformamide). Run at time 4 hour. Yields the product C(#N)C1=C(C=CC=C1)SC1=C(C=CC=C1)NC(=O)C1=CC=C(OCC(=O)OC)C=C1 (Methyl 4-[2-(2-cyanophenylthio)phenylcarbamoyl]phenoxyacetate). Isolated yield 99.3%. As a reaction SMILES: [C:1]([C:3]1[CH:8]=[CH:7][CH:6]=[CH:5][C:4]=1[S:9][C:10]1[CH:15]=[CH:14][CH:13]=[CH:12][C:11]=1[NH:16][C:17](=[O:25])[C:18]1[CH:23]=[CH:22][C:21]([OH:24])=[CH:20][CH:19]=1)#[N:2].Br[CH2:27][C:28]([O:30][CH3:31])=[O:29].C(=O)([O-])[O-].[K+].[K+]>CN(C)C=O.O>[C:1]([C:3]1[CH:8]=[CH:7][CH:6]=[CH:5][C:4]=1[S:9][C:10]1[CH:15]=[CH:14][CH:13]=[CH:12][C:11]=1[NH:16][C:17]([C:18]1[CH:19]=[CH:20][C:21]([O:24][CH2:27][C:28]([O:30][CH3:31])=[O:29])=[CH:22][CH:23]=1)=[O:25])#[N:2] |f:2.3.4|. Reported procedure: In 10 ml of N,N-dimethylformamide were dissolved 1.0 g of N-[2-(2-cyanophenylthio)phenyl]-4-hydroxybenzamide and 0.49 g of methyl bromoacetate followed by addition of 0.6 g of potassium carbonate, and the mixture was stirred at room temperature for 4 hours. The reaction mixture was then diluted with water and crystals separated out therefrom were collected by filtration and washed with water and aqueous ethanol in that order to give 1.2 g of the title compound as white crystals. Starting materials: CC(=O)O, [Cl-], Cl, O=N[O-], COC(=O)CCCc1ccc(N)cn1, [Na+], O=S=O, O. Yields the product COC(=O)CCCc1ccc(S(=O)(=O)Cl)cn1. Reaction SMILES: [CH3:24][C:25](=[O:26])[OH:27].[Cl-:19].[ClH:28].[N:1]([O-:2])=[O:3].[NH2:5][c:6]1[cH:7][cH:8][c:9]([CH2:12][CH2:13][CH2:14][C:15](=[O:16])[O:17][CH3:18])[n:10][cH:11]1.[Na+:4].[O:20]=[S:21]=[O:22].[OH2:23]>>[c:6]1([S:21]([Cl:19])(=[O:20])=[O:22])[cH:7][cH:8][c:9]([CH2:12][CH2:13][CH2:14][C:15](=[O:16])[O:17][CH3:18])[n:10][cH:11]1. Isolated yield 4.0%. Procedure details: The title compound was prepared in analogy to example 90, from [4-(4-fluoro-2-methoxy-phenyl)-pyridin-3-yl]-(2-methanesulfonyl-ethyl)-amine (example 162, intermediate) and 3,5-bis(trifluoromethyl)benzoic acid (CAS RN 725-89-3) after a reaction time of 40 hours. The compound was purified by silica gel chromatography using a MPLC system (ISCO) and a 10 g and 5 g column, respectively, eluting with a gradient of n-heptane:EtOAc (100:0 to 0:100). A third chromatography, using preparative HPLC (Gemini... Reactants: FC1=CC(=C(C=C1)C1=C(C=NC=C1)N(C(C1=CC(=NC(=C1)C(F)(F)F)C(F)(F)F)=O)CCS(=O)(=O)C)OC (N-[4-(4-Fluoro-2-methoxy-phenyl)-pyridin-3-yl]-N-(2-methanesulfonyl-ethyl)-2,6-bis-trifluoromethyl-isonicotinamide), FC(C=1C=C(C(=O)O)C=C(C1)C(F)(F)F)(F)F (3,5-bis(trifluoromethyl)benzoic acid). Product: FC1=CC(=C(C=C1)C1=C(C=NC=C1)N(C(C1=CC(=CC(=C1)C(F)(F)F)C(F)(F)F)=O)CCS(=O)(=O)C)OC (N-[4-(4-Fluoro-2-methoxy-phenyl)-pyridin-3-yl]-N-(2-methanesulfonyl-ethyl)-3,5-bis-trifluoromethyl-benzamide), product. RXN SMILES: [F:1][C:2]1[CH:7]=[CH:6][C:5]([C:8]2[CH:13]=[CH:12][N:11]=[CH:10][C:9]=2[N:14]([CH2:31][CH2:32][S:33]([CH3:36])(=[O:35])=[O:34])[C:15](=[O:30])[C:16]2[CH:21]=[C:20]([C:22]([F:25])([F:24])[F:23])N=[C:18]([C:26]([F:29])([F:28])[F:27])[CH:17]=2)=[C:4]([O:37][CH3:38])[CH:3]=1.F[C:40](F)(F)C1C=C(C=C(C(F)(F)F)C=1)C(O)=O>>[F:1][C:2]1[CH:7]=[CH:6][C:5]([C:8]2[CH:13]=[CH:12][N:11]=[CH:10][C:9]=2[N:14]([CH2:31][CH2:32][S:33]([CH3:36])(=[O:34])=[O:35])[C:15](=[O:30])[C:16]2[CH:17]=[C:18]([C:26]([F:28])([F:27])[F:29])[CH:40]=[C:20]([C:22]([F:24])([F:23])[F:25])[CH:21]=2)=[C:4]([O:37][CH3:38])[CH:3]=1. The reactants are C(C)(C)(C)OC(=O)N1CCC(=CC1)C#CC=1SC=CC1 (1-tert-butoxycarbonyl-4-(2-thienyl)ethynyl-1,2,3,6-tetrahydropyridine), Cl (hydrogen chloride). Run in C(C)OCC (diethyl ether), O (water). Conditions: time 3 hour. The product is S1C(=CC=C1)C#CC=1CCNCC1 (4-(2-Thienyl)ethynyl-1,2,3,6-tetrahydropyridine). The yield is 78.4%. RXN SMILES: C(OC([N:8]1[CH2:13][CH:12]=[C:11]([C:14]#[C:15][C:16]2[S:17][CH:18]=[CH:19][CH:20]=2)[CH2:10][CH2:9]1)=O)(C)(C)C.Cl>C(OCC)C.O>[S:17]1[CH:18]=[CH:19][CH:20]=[C:16]1[C:15]#[C:14][C:11]1[CH2:12][CH2:13][NH:8][CH2:9][CH:10]=1. Reported procedure: A solution of 1-tert-butoxycarbonyl-4-(2-thienyl)ethynyl-1,2,3,6-tetrahydropyridine (530 mg, 1.8 mmol) (prepared in a manner analogous to Example 1) in diethyl ether (10 ml) at room temperature under a nitrogen atmosphere was treated with excess ethereal hydrogen chloride. Following a 3 hour stir at room temperature the dark mixture was diluted with water and extracted with diethyl ether (2×30 ml). The aqueous phase was made basic with potassium carbonate solution (sat.) and extracted with dieth... Reactants: S(O)(O)(=O)=O (sulfuric acid), NC1=NC(=CC(=N1)C#N)C=1OC=CC1 (2-amino-6-(2-furyl)pyrimidine-4-carbonitrile), O (water), ice, O (water). Conditions: temperature 100 celsius, time 2 hour. The product is NC1=NC(=CC(=N1)C(=O)O)C=1OC=CC1 (2-Amino-6-(2-furyl)pyrimidine-4-carboxylic acid). The yield is 90.0%. Reaction SMILES: [NH2:1][C:2]1[N:7]=[C:6]([C:8]#N)[CH:5]=[C:4]([C:10]2[O:11][CH:12]=[CH:13][CH:14]=2)[N:3]=1.S(=O)(=O)(O)[OH:16].[OH2:20]>>[NH2:1][C:2]1[N:7]=[C:6]([C:8]([OH:16])=[O:20])[CH:5]=[C:4]([C:10]2[O:11][CH:12]=[CH:13][CH:14]=2)[N:3]=1. Reported procedure: A suspension of 2-amino-6-(2-furyl)pyrimidine-4-carbonitrile (7.06 g, 37.9 mmol) in water (30 mL) was treated carefully with concentrated sulfuric acid (30 mL), stirred at 100° C. for 2 h, allowed to cool to room temperature and poured onto a mixture of ice (150 g) and water (150 mL). After standing for 1 h the crude product was filtered off, washed with water and MeCN, and dried in air to give the title compound (7.02 g, 90%) as a brown solid; NMR δH (400 MHz, DMSO) 6.71 (1H, dd, J 1.6, 3.6 Hz)... Isolated yield 90.9%. Solvent: CC(=O)C (acetone). The reactants are ice water, FC1=C(O)C=CC=C1O (2-fluoro resorcinol), C([O-])([O-])=O.[K+].[K+] (potassium carbonate), CI (methyl iodide). Reaction SMILES: [F:1][C:2]1[C:8]([OH:9])=[CH:7][CH:6]=[CH:5][C:3]=1O.[C:10](=[O:13])([O-])[O-].[K+].[K+].[CH3:16]I>CC(C)=O>[CH3:16][O:9][C:8]1[CH:7]=[CH:6][CH:5]=[C:3]([O:13][CH3:10])[C:2]=1[F:1] |f:1.2.3|. Product: COC1=C(C(=CC=C1)OC)F (1,3-dimethoxy 2-fluoro benzene). Reported procedure: 2-fluoro resorcinol (prepared according to Patrick, T. B., et al., J. Org. Chem (1986), 51, 3242-4) (12.8 g, 100 mmol), potassium carbonate (42 g, 0.3 mol), and methyl iodide (25 mL, 0.4 mol) were mixed with acetone (300 mL) and refluxed for 6 hrs. The reaction was poured into ice-water (500 mL) and extracted in ethyl acetate (500 mL). The ethyl acetate was washed with water (200 mL×2), and brine (200 mL×1), dried over sodium sulfate, filtered, and solvent was removed to yield 14.2 grams (91%) o... The reactants are C([O-])(O)=O.[Na+] (Sodium bicarbonate), ClC(=O)OCC1=CC=CC=C1 (benzyl chloroformate), NC=1C(NC=CC1)=O (3-aminopyridin-2(1H)-one). Run in O1CCCC1 (tetrahydrofuran). Conditions: time 7 hour. The product is O=C1NC=CC=C1NC(OCC1=CC=CC=C1)=O (Benzyl 2-oxo-1,2-dihydropyridin-3-ylcarbamate). Yield: 63.2%. RXN SMILES: C(=O)(O)[O-].[Na+].Cl[C:7]([O:9][CH2:10][C:11]1[CH:16]=[CH:15][CH:14]=[CH:13][CH:12]=1)=[O:8].[NH2:17][C:18]1[C:19](=[O:24])[NH:20][CH:21]=[CH:22][CH:23]=1>O1CCCC1>[O:24]=[C:19]1[C:18]([NH:17][C:7](=[O:8])[O:9][CH2:10][C:11]2[CH:16]=[CH:15][CH:14]=[CH:13][CH:12]=2)=[CH:23][CH:22]=[CH:21][NH:20]1 |f:0.1|. Reported procedure: Sodium bicarbonate (1.70 g, 16.89 mmol) and benzyl chloroformate (1.58 g, 9.29 mmol) were added to a solution of 3-aminopyridin-2(1H)-one (0.930 g, 8.45 mmol) in tetrahydrofuran (20 mL). After 7 h, the mixture was extracted with ethyl acetate and saturated sodium bicarbonate. The organic extract was washed with water and saturated brine, dried over magnesium sulfate, filtered, and concentrated. Purification by chromatography [silica gel, 1% to 5% methanol (10% ammonium hydroxide) in dichlorometh...